From a dataset of the Open Reaction Database (ORD), a public repository of structured organic reaction records. describe an organic reaction: reactants, conditions, products, and yield Starting materials: O=C(C(=O)OCC)CCC1=CC=CC=C1 (ethyl 2-oxo-4-phenylbutyrate), NC1CN(C2=C(NC1=O)C=CC=C2)C (3-amino-5-methyl-1,3,4,5-tetrahydro-1,5-benzodiazepin-2-one), C(#N)[BH3-].[Na+] (sodium cyanoborohydride). Solvent: CO (methanol), CO (methanol), C(C)(=O)O (acetic acid). Conditions: time 8 hour. Product: C(=O)(OCC)C(CCC1=CC=CC=C1)NC1CN(C2=C(NC1=O)C=CC=C2)C (3-[N-(1-carboethoxy-3-phenylpropyl)amino]-5-methyl-1,3,4,5-tetrahydro-1,5-benzodiazepin-2(2H)-one). Reaction SMILES: [NH2:1][CH:2]1[C:8](=[O:9])[NH:7][C:6]2[CH:10]=[CH:11][CH:12]=[CH:13][C:5]=2[N:4]([CH3:14])[CH2:3]1.O=[C:16]([CH2:22][CH2:23][C:24]1[CH:29]=[CH:28][CH:27]=[CH:26][CH:25]=1)[C:17]([O:19][CH2:20][CH3:21])=[O:18].C([BH3-])#N.[Na+]>CO.C(O)(=O)C>[C:17]([CH:16]([NH:1][CH:2]1[C:8](=[O:9])[NH:7][C:6]2[CH:10]=[CH:11][CH:12]=[CH:13][C:5]=2[N:4]([CH3:14])[CH2:3]1)[CH2:22][CH2:23][C:24]1[CH:25]=[CH:26][CH:27]=[CH:28][CH:29]=1)([O:19][CH2:20][CH3:21])=[O:18] |f:2.3|. Procedure details: The 3-amino-5-methyl-1,3,4,5-tetrahydro-1,5-benzodiazepin-2-one (0.267 g) is dissolved in 5 ml of methanol and 0.288 g of ethyl 2-oxo-4-phenylbutyrate is added. This is followed by the addition of a solution of 88 mg of sodium cyanoborohydride in 3 ml of methanol and 0.8 ml of glacial acetic acid. The reaction is stirred overnight under nitrogen and concentrated. The residue is dissolved in 20 ml of methylene chloride and washed with 10 ml of cold saturated sodium carbonate. After drying over ma... Reactants: C1([C@]2(C(C[C@@H]1CC2)=O)CS(O)(=O)=O)(C)C, C1C[C@](C(N1)=O)(C)N. Reagents/catalysts: c1ccc(cc1)-c2c3ccccc3cc4ccccc24 (9-Phenylanthracene). Solvent: CC(C)O (IPA). Run at temperature 80 celsius, time 18 hour. Product: C[C@]1(N)CCNC1=O. As a reaction SMILES: [CH3:1][C@:2]1([C:7](=[O:8])[NH:6][CH2:5][CH2:4]1)[NH2:3].CC([C@]1(CS(O)(=O)=O)CC2)([C@@H]2CC1=O)C>>[CH3:1][C@:2]1([C:7](=[O:8])[NH:6][CH2:5][CH2:4]1)[NH2:3]. Starting materials: CCC(C)CCCCCCCBr, CCO, [K+], [OH-], CCCCCCCCOc1ccc(-c2ncc(O)cn2)cc1. The product is CCCCCCCCOc1ccc(-c2ncc(OCCCCCCCC(C)CC)cn2)cc1. RXN SMILES: [CH3:25][CH:26]([CH2:27][CH2:28][CH2:29][CH2:30][CH2:31][CH2:32][CH2:33][Br:34])[CH2:35][CH3:36].[CH3:37][CH2:38][OH:39].[K+:2].[OH-:1].[OH:3][c:4]1[cH:5][n:6][c:7](-[c:10]2[cH:11][cH:12][c:13]([O:16][CH2:17][CH2:18][CH2:19][CH2:20][CH2:21][CH2:22][CH2:23][CH3:24])[cH:14][cH:15]2)[n:8][cH:9]1>>[O:3]([c:4]1[cH:5][n:6][c:7](-[c:10]2[cH:11][cH:12][c:13]([O:16][CH2:17][CH2:18][CH2:19][CH2:20][CH2:21][CH2:22][CH2:23][CH3:24])[cH:14][cH:15]2)[n:8][cH:9]1)[CH2:33][CH2:32][CH2:31][CH2:30][CH2:29][CH2:28][CH2:27][CH:26]([CH3:25])[CH2:35][CH3:36]. Starting materials: CCOCC, Cl, CC(N)C(=O)N1CCCC1C(=O)O, [Na+], [OH-], O, O=S(=O)(Cl)c1ccccc1. Yields the product CC(NS(=O)(=O)c1ccccc1)C(=O)N1CCCC1C(=O)O. Reaction SMILES: [CH3:14][CH2:15][O:16][CH2:17][CH3:18].[ClH:29].[NH2:1][CH:2]([CH3:3])[C:4](=[O:5])[N:6]1[CH:7]([C:8](=[O:9])[OH:10])[CH2:11][CH2:12][CH2:13]1.[Na+:31].[OH-:30].[OH2:32].[c:19]1([S:25](=[O:26])(=[O:27])[Cl:28])[cH:20][cH:21][cH:22][cH:23][cH:24]1>>[NH:1]([CH:2]([CH3:3])[C:4](=[O:5])[N:6]1[CH:7]([C:8](=[O:9])[OH:10])[CH2:11][CH2:12][CH2:13]1)[S:25]([c:19]1[cH:20][cH:21][cH:22][cH:23][cH:24]1)(=[O:26])=[O:27]. Starting materials: [Al+3], C1CCOC1, CCC(=O)NCc1nc2cc(NS(=O)(=O)c3ccc(C(C)C)cc3)ccc2[nH]1, [H-], [H-], [H-], [H-], [Li+], O. Product: CCCNCc1nc2cc(NS(=O)(=O)c3ccc(C(C)C)cc3)ccc2[nH]1. As a reaction SMILES: [Al+3:2].[CH2:36]1[O:37][CH2:38][CH2:39][CH2:40]1.[CH:7]([CH3:8])([CH3:9])[c:10]1[cH:11][cH:12][c:13]([S:16](=[O:17])(=[O:18])[NH:19][c:20]2[cH:21][c:22]3[c:23]([nH:24][c:25]([CH2:27][NH:28][C:29]([CH2:30][CH3:31])=[O:32])[n:26]3)[cH:33][cH:34]2)[cH:14][cH:15]1.[H-:1].[H-:4].[H-:5].[H-:6].[Li+:3].[OH2:35]>>[CH:7]([CH3:8])([CH3:9])[c:10]1[cH:11][cH:12][c:13]([S:16](=[O:17])(=[O:18])[NH:19][c:20]2[cH:21][c:22]3[c:23]([nH:24][c:25]([CH2:27][NH:28][CH2:29][CH2:30][CH3:31])[n:26]3)[cH:33][cH:34]2)[cH:14][cH:15]1.